From a dataset of the Open Reaction Database (ORD), a public repository of structured organic reaction records. describe an organic reaction: reactants, conditions, products, and yield Starting materials: COc1nc(C(F)(F)F)c(Br)c(CO[Si](C)(C)C(C)(C)C)c1Br, C1CCCCC1, CCOCC, [Li]c1ccccc1, C1CCOC1, O=C(O)CC(O)(CC(=O)O)C(=O)O. Product: COc1nc(C(F)(F)F)cc(CO[Si](C)(C)C(C)(C)C)c1Br. Reaction SMILES: [C:1]([CH3:2])([CH3:3])([CH3:4])[Si:5]([O:6][CH2:7][c:8]1[c:9]([Br:21])[c:10]([O:19][CH3:20])[n:11][c:12]([C:15]([F:16])([F:17])[F:18])[c:13]1[Br:14])([CH3:22])[CH3:23].[CH2:31]1[CH2:32][CH2:33][CH2:34][CH2:35][CH2:36]1.[CH2:55]([O:56][CH2:57][CH3:58])[CH3:59].[Li:24][c:25]1[cH:26][cH:27][cH:28][cH:29][cH:30]1.[O:50]1[CH2:51][CH2:52][CH2:53][CH2:54]1.[OH:37][C:38]([CH2:39][C:40]([C:41](=[O:42])[OH:43])([CH2:44][C:45](=[O:46])[OH:47])[OH:48])=[O:49]>>[C:1]([CH3:2])([CH3:3])([CH3:4])[Si:5]([O:6][CH2:7][c:8]1[c:9]([Br:21])[c:10]([O:19][CH3:20])[n:11][c:12]([C:15]([F:16])([F:17])[F:18])[cH:13]1)([CH3:22])[CH3:23].